This data is from the Open Reaction Database (ORD), a public repository of structured organic reaction records. The task is: describe an organic reaction: reactants, conditions, products, and yield Reactants: CO, COc1ccc(C(=O)O)c([N+](=O)[O-])c1. Yields the product COc1ccc(C(=O)O)c(N)c1. Reaction SMILES: [CH3:15][OH:16].[CH3:1][O:2][c:3]1[cH:4][c:5]([N+:12]([O-:13])=[O:14])[c:6]([C:7](=[O:8])[OH:9])[cH:10][cH:11]1>>[CH3:1][O:2][c:3]1[cH:4][c:5]([NH2:12])[c:6]([C:7](=[O:8])[OH:9])[cH:10][cH:11]1.